From a dataset of the Open Reaction Database (ORD), a public repository of structured organic reaction records. describe an organic reaction: reactants, conditions, products, and yield Starting materials: [Br-], CN(C)C=O, ClCCl, [H-], [K+], [Na+], O, CCCCCCCCc1cnc(-c2ccc(O)cc2)nc1, CCCC1OC1COS(C)(=O)=O. Yields the product CCCCCCCCc1cnc(-c2ccc(OCC3OC3CCC)cc2)nc1. RXN SMILES: [Br-:42].[CH3:37][N:38]([CH3:39])[CH:40]=[O:41].[Cl:44][CH2:45][Cl:46].[H-:2].[K+:43].[Na+:1].[OH2:36].[OH:3][c:4]1[cH:5][cH:6][c:7](-[c:10]2[n:11][cH:12][c:13]([CH2:16][CH2:17][CH2:18][CH2:19][CH2:20][CH2:21][CH2:22][CH3:23])[cH:14][n:15]2)[cH:8][cH:9]1.[S:24]([O:25][CH2:29][CH:30]1[CH:31]([CH2:32][CH2:33][CH3:34])[O:35]1)([CH3:26])(=[O:27])=[O:28]>>[O:3]([c:4]1[cH:5][cH:6][c:7](-[c:10]2[n:11][cH:12][c:13]([CH2:16][CH2:17][CH2:18][CH2:19][CH2:20][CH2:21][CH2:22][CH3:23])[cH:14][n:15]2)[cH:8][cH:9]1)[CH2:29][CH:30]1[CH:31]([CH2:32][CH2:33][CH3:34])[O:35]1. Reactants: C(C)N1N=CC=2C1=NC1=CC=CC=C1C2Cl (1-ethyl-4-chloro-1H-pyrazolo[3,4-b]quinoline), CS(=O)C (DMSO), C(#N)C1=CC=C(CN)C=C1 (4-cyanobenzylamine). Run in O (water). Run at time 8 hour. Yields the product C(C)N1N=CC=2C1=NC1=CC=CC=C1C2NCC2=CC=C(C=C2)C#N (1-ethyl-N-(4-cyanophenylmethyl)-1H-pyrazolo[3,4-b]quinolin-4-amine). Yield: 19.9%. Reaction SMILES: [CH2:1]([N:3]1[C:7]2=[N:8][C:9]3[C:14]([C:15](Cl)=[C:6]2[CH:5]=[N:4]1)=[CH:13][CH:12]=[CH:11][CH:10]=3)[CH3:2].CS(C)=O.[C:21]([C:23]1[CH:30]=[CH:29][C:26]([CH2:27][NH2:28])=[CH:25][CH:24]=1)#[N:22]>O>[CH2:1]([N:3]1[C:7]2=[N:8][C:9]3[C:14]([C:15]([NH:28][CH2:27][C:26]4[CH:29]=[CH:30][C:23]([C:21]#[N:22])=[CH:24][CH:25]=4)=[C:6]2[CH:5]=[N:4]1)=[CH:13][CH:12]=[CH:11][CH:10]=3)[CH3:2]. Procedure details: A mixture of 1-ethyl-4-chloro-1H-pyrazolo[3,4-b]quinoline (1.0 g, 4.3 mmol), DMSO (3 ml) and 4-cyanobenzylamine (1.2 g, 9 mmol) was heated on a steam bath for 3 hours, then was allowed to sit at room temperature overnight. The reaction mixture was poured into water and an oil separated. The oil was extracted with hot 10% ethanol/ethyl acetate, washed with water, and the organic layer was dried and evaporated. The residue was crystallized from ether/ethyl acetate and then was purified by recrysta... The reactants are NC1=C2C(C=C(N(C2=C(C(=C1F)NCCNC1=NC=CC=C1)F)C1CC1)C(=O)OCC)=O (ethyl 5-amino-1-cyclopropyl-6,8-difluoro-1,4-dihydro-4-oxo-7-[2-(2-pyridylamino)ethylamino]quinoline-2-carboxylate), [OH-].[Na+] (NaOH). The solvent is CCO (EtOH). The product is NC1=C2C(C=C(N(C2=C(C(=C1F)NCCNC1=NC=CC=C1)F)C1CC1)C(=O)O)=O (5-amino-1-cyclopropyl-6,8-difluoro-1,4-dihydro-4-oxo-7-[2-(2-pyridylamino)ethylamino]quinoline-2-carboxylic acid). Isolated yield 82.8%. Reaction SMILES: [NH2:1][C:2]1[C:11]([F:12])=[C:10]([NH:13][CH2:14][CH2:15][NH:16][C:17]2[CH:22]=[CH:21][CH:20]=[CH:19][N:18]=2)[C:9]([F:23])=[C:8]2[C:3]=1[C:4](=[O:32])[CH:5]=[C:6]([C:27]([O:29]CC)=[O:28])[N:7]2[CH:24]1[CH2:26][CH2:25]1.[OH-].[Na+]>CCO>[NH2:1][C:2]1[C:11]([F:12])=[C:10]([NH:13][CH2:14][CH2:15][NH:16][C:17]2[CH:22]=[CH:21][CH:20]=[CH:19][N:18]=2)[C:9]([F:23])=[C:8]2[C:3]=1[C:4](=[O:32])[CH:5]=[C:6]([C:27]([OH:29])=[O:28])[N:7]2[CH:24]1[CH2:25][CH2:26]1 |f:1.2|. Reported procedure: A solution of ethyl 5-amino-1-cyclopropyl-6,8-difluoro-1,4-dihydro-4-oxo-7-[2-(2-pyridylamino)ethylamino]quinoline-2-carboxylate (317 mg, 0.715 mmol) and 1M aq. NaOH (1.4 mL) in EtOH (7 mL) was stirred at room temperature for over night. The solvent was removed and the residue was dissolved in water. The solution was acidified to pH 7 with 2M HCl and the resulting precipitate was removed by filtration, washed with CH3CN, and dried to yield 5-amino-1-cyclopropyl-6,8-difluoro-1,4-dihydro-4-oxo-7-[... Product: FC1=C(C=CC(=C1)SC1=CC=C(C=C1)C)C1=CC=C(C=C1)CCC1(N=C(OC1)C)COP(=O)(C(C)(C)C)C(C)(C)C (4-{2-[2′-fluoro-4′-(4-methylphenylthio)biphenyl-4-yl]ethyl}-4-di(tert-butyl)phosphoryloxymethyl-2-methyl-2-oxazoline). Isolated yield 53.9%. The reagents and catalysts are C1=CC=C(C=C1)/C=C/C(=O)/C=C/C2=CC=CC=C2.C1=CC=C(C=C1)/C=C/C(=O)/C=C/C2=CC=CC=C2.C1=CC=C(C=C1)/C=C/C(=O)/C=C/C2=CC=CC=C2.C(Cl)(Cl)Cl.[Pd].[Pd] (tris(dibenzylideneacetone)dipalladium(0) chloroform adduct). The reactants are BrC1=CC(=C(C=C1)C1=CC=C(C=C1)CCC1(N=C(OC1)C)COP(=O)(C(C)(C)C)C(C)(C)C)F (4-[2-(4′-bromo-2′-fluorobiphenyl-4-yl)ethyl]-4-di(tert-butyl)phosphoryloxymethyl-2-methyl-2-oxazoline), CC1=CC=C(C=C1)S (4-methylbenzenethiol), C(C)(C)N(CC)C(C)C (diisopropylethylamine), C1(=CC=CC=C1)P(C1=CC=CC=2C(C3=CC=CC(=C3OC12)P(C1=CC=CC=C1)C1=CC=CC=C1)(C)C)C1=CC=CC=C1 (4,5-bis(diphenylphosphino)-9,9-dimethylxanthene). As a reaction SMILES: Br[C:2]1[CH:7]=[CH:6][C:5]([C:8]2[CH:13]=[CH:12][C:11]([CH2:14][CH2:15][C:16]3([CH2:22][O:23][P:24]([C:30]([CH3:33])([CH3:32])[CH3:31])([C:26]([CH3:29])([CH3:28])[CH3:27])=[O:25])[CH2:20][O:19][C:18]([CH3:21])=[N:17]3)=[CH:10][CH:9]=2)=[C:4]([F:34])[CH:3]=1.[CH3:35][C:36]1[CH:41]=[CH:40][C:39]([SH:42])=[CH:38][CH:37]=1.C(N(C(C)C)CC)(C)C.C1(P(C2C=CC=CC=2)C2C3OC4C(=CC=CC=4P(C4C=CC=CC=4)C4C=CC=CC=4)C(C)(C)C=3C=CC=2)C=CC=CC=1>O1CCOCC1.C1C=CC(/C=C/C(/C=C/C2C=CC=CC=2)=O)=CC=1.C1C=CC(/C=C/C(/C=C/C2C=CC=CC=2)=O)=CC=1.C1C=CC(/C=C/C(/C=C/C2C=CC=CC=2)=O)=CC=1.C(Cl)(Cl)Cl.[Pd].[Pd].O>[F:34][C:4]1[CH:3]=[C:2]([S:42][C:39]2[CH:40]=[CH:41][C:36]([CH3:35])=[CH:37][CH:38]=2)[CH:7]=[CH:6][C:5]=1[C:8]1[CH:13]=[CH:12][C:11]([CH2:14][CH2:15][C:16]2([CH2:22][O:23][P:24]([C:30]([CH3:33])([CH3:32])[CH3:31])([C:26]([CH3:29])([CH3:28])[CH3:27])=[O:25])[CH2:20][O:19][C:18]([CH3:21])=[N:17]2)=[CH:10][CH:9]=1 |f:5.6.7.8.9.10|. Procedure details: A solution of 4-[2-(4′-bromo-2′-fluorobiphenyl-4-yl)ethyl]-4-di(tert-butyl)phosphoryloxymethyl-2-methyl-2-oxazoline (210 mg) of Example 23, (23-2), 4-methylbenzenethiol (49 mg), diisopropylethylamine (93 mg), tris(dibenzylideneacetone)dipalladium(0) chloroform adduct (18.6 mg) and 4,5-bis(diphenylphosphino)-9,9-dimethylxanthene (Xantphos) (21.4 mg) in 1,4-dioxane (2 mL) was heated under reflux for 9 hr under a nitrogen atmosphere. Water was added to the reaction mixture, and the mixture was extr... Solvent: O (Water), O1CCOCC1 (1,4-dioxane). Reactants: NC1=CC=C(NC=2C=C(C=CC2)O)C=C1 (3-(4-aminoanilino)phenol), C(C)(=O)[O-].[Na+] (sodium acetate), O (water), C(C)(C)(CC)C1=C(OCC(=O)Cl)C=CC(=C1)C(C)(C)CC (2,4-di-tert-amylphenoxyacetyl chloride). Run in C(C)(=O)O (acetic acid). The product is C(C)(C)(CC)C1=C(OCC(=O)NC2=CC=C(NC=3C=C(C=CC3)O)C=C2)C=CC(=C1)C(C)(C)CC (3-[4-(2,4-di-tert-amylphenoxyacetamido)anilino)phenol). RXN SMILES: [NH2:1][C:2]1[CH:15]=[CH:14][C:5]([NH:6][C:7]2[CH:8]=[C:9]([OH:13])[CH:10]=[CH:11][CH:12]=2)=[CH:4][CH:3]=1.C([O-])(=O)C.[Na+].[C:21]([C:26]1[CH:36]=[C:35]([C:37]([CH2:40][CH3:41])([CH3:39])[CH3:38])[CH:34]=[CH:33][C:27]=1[O:28][CH2:29][C:30](Cl)=[O:31])([CH2:24][CH3:25])([CH3:23])[CH3:22].O>C(O)(=O)C>[C:21]([C:26]1[CH:36]=[C:35]([C:37]([CH2:40][CH3:41])([CH3:39])[CH3:38])[CH:34]=[CH:33][C:27]=1[O:28][CH2:29][C:30]([NH:1][C:2]1[CH:15]=[CH:14][C:5]([NH:6][C:7]2[CH:8]=[C:9]([OH:13])[CH:10]=[CH:11][CH:12]=2)=[CH:4][CH:3]=1)=[O:31])([CH2:24][CH3:25])([CH3:23])[CH3:22] |f:1.2|. Procedure: To a solution of 11 g (0.055 mol) of 3-(4-aminoanilino)phenol in glacial acetic acid was added 4.6 g of anhydrous sodium acetate. During agitation at room temperature, the mixture was charged with 17.1 g (0.055 mol) of 2,4-di-tert-amylphenoxyacetyl chloride at a temperature below 30° C. After continuing the agitation for an additional 30 minutes at that temperature, the mixture was poured into iced water, and the deposited crystals were filtered, followed by recrystallization with methanol. The ... The reactants are CC(C)(C)OC(=O)CCNC(=O)c1ccc2c(Cl)cnc(NC(=N)N)c2c1, CCOC(C)=O, CCOCC. Yields the product N=C(N)Nc1ncc(Cl)c2ccc(C(=O)NCCC(=O)O)cc12. RXN SMILES: [C:1]([CH3:2])([CH3:3])([CH3:4])[O:5][C:6]([CH2:7][CH2:8][NH:9][C:10](=[O:11])[c:12]1[cH:13][cH:14][c:15]2[c:16]([Cl:26])[cH:17][n:18][c:19]([NH:22][C:23](=[NH:24])[NH2:25])[c:20]2[cH:21]1)=[O:27].[CH3:28][CH2:29][O:30][C:31]([CH3:32])=[O:33].[CH3:34][CH2:35][O:36][CH2:37][CH3:38]>>[O:5]=[C:6]([CH2:7][CH2:8][NH:9][C:10](=[O:11])[c:12]1[cH:13][cH:14][c:15]2[c:16]([Cl:26])[cH:17][n:18][c:19]([NH:22][C:23](=[NH:24])[NH2:25])[c:20]2[cH:21]1)[OH:27].